This data is from the Open Reaction Database (ORD), a public repository of structured organic reaction records. The task is: describe an organic reaction: reactants, conditions, products, and yield Solvent: CN(C)C=O (DMF). Procedure: 218 mg (1.15 mmol) of N-(tert-butoxycarbonyl)-L-alanine were initially charged in 5 ml of DMF. 240 mg (1.254 mmol) of 1-(3-dimethylaminopropyl)-3-ethylcarbodiimide hydrochloride, 240 mg (1.568 mmol) of 1-hydroxy-1H-benzotriazole hydrate and 0.455 ml (2.613 mmol) of N,N-diisopropylethylamine were added, 300 mg (0.523 mmol) of 2-({(2-(4-chlorophenyl)-1,3-thiazol-4-yl)methyl}sulfanyl)-4-(4-(2-hydroxyethoxy)phenyl)-6-(pyrrolidin-1-yl)pyridine-3,5-dicarbonitrile (Example 1) were then added and the mi... The product is C(C)(C)(C)OC(=O)N[C@@H](C)C(=O)OCCOC1=CC=C(C=C1)C1=C(C(=NC(=C1C#N)N1CCCC1)SCC=1N=C(SC1)C1=CC=C(C=C1)Cl)C#N (2-{4-(2-({(2-(4-Chlorophenyl)-1,3-thiazol-4-yl)methyl}sulfanyl)-3,5-dicyano-6-(pyrrolidin-1-yl)pyridin-4-yl)phenoxy}ethyl N-(tert-butoxycarbonyl)-L-alaninate). The reactants are Cl.CN(CCCN=C=NCC)C (1-(3-dimethylaminopropyl)-3-ethylcarbodiimide hydrochloride), O.ON1N=NC2=C1C=CC=C2 (1-hydroxy-1H-benzotriazole hydrate), C(C)(C)N(C(C)C)CC (N,N-diisopropylethylamine), ClC1=CC=C(C=C1)C=1SC=C(N1)CSC1=NC(=C(C(=C1C#N)C1=CC=C(C=C1)OCCO)C#N)N1CCCC1 (2-({(2-(4-chlorophenyl)-1,3-thiazol-4-yl)methyl}sulfanyl)-4-(4-(2-hydroxyethoxy)phenyl)-6-(pyrrolidin-1-yl)pyridine-3,5-dicarbonitrile), C(C)(C)(C)OC(=O)N[C@@H](C)C(=O)O (N-(tert-butoxycarbonyl)-L-alanine). Reaction SMILES: [C:1]([O:5][C:6]([NH:8][C@H:9]([C:11]([OH:13])=[O:12])[CH3:10])=[O:7])([CH3:4])([CH3:3])[CH3:2].Cl.CN(C)CCCN=C=NCC.O.ON1C2C=CC=CC=2N=N1.C(N(CC)C(C)C)(C)C.[Cl:46][C:47]1[CH:52]=[CH:51][C:50]([C:53]2[S:54][CH:55]=[C:56]([CH2:58][S:59][C:60]3[C:65]([C:66]#[N:67])=[C:64]([C:68]4[CH:73]=[CH:72][C:71]([O:74][CH2:75][CH2:76]O)=[CH:70][CH:69]=4)[C:63]([C:78]#[N:79])=[C:62]([N:80]4[CH2:84][CH2:83][CH2:82][CH2:81]4)[N:61]=3)[N:57]=2)=[CH:49][CH:48]=1>CN(C=O)C>[C:1]([O:5][C:6]([NH:8][C@H:9]([C:11]([O:13][CH2:76][CH2:75][O:74][C:71]1[CH:70]=[CH:69][C:68]([C:64]2[C:63]([C:78]#[N:79])=[C:62]([N:80]3[CH2:81][CH2:82][CH2:83][CH2:84]3)[N:61]=[C:60]([S:59][CH2:58][C:56]3[N:57]=[C:53]([C:50]4[CH:49]=[CH:48][C:47]([Cl:46])=[CH:52][CH:51]=4)[S:54][CH:55]=3)[C:65]=2[C:66]#[N:67])=[CH:73][CH:72]=1)=[O:12])[CH3:10])=[O:7])([CH3:2])([CH3:3])[CH3:4] |f:1.2,3.4|. Reaction conditions: time 8 hour. The reactants are COC(=O)C(SC)c1cccc(C(OC)(OC)c2ccccc2)c1, CI, CS(C)=O, [Cl-], [H-], [NH4+], [Na+]. Yields the product COC(=O)C(C)(SC)c1cccc(C(OC)(OC)c2ccccc2)c1. RXN SMILES: [CH3:1][S:2][CH:3]([C:4](=[O:5])[O:6][CH3:7])[c:8]1[cH:9][c:10]([C:14]([c:15]2[cH:16][cH:17][cH:18][cH:19][cH:20]2)([O:21][CH3:22])[O:23][CH3:24])[cH:11][cH:12][cH:13]1.[CH3:27][I:28].[CH3:31][S:32](=[O:33])[CH3:34].[Cl-:29].[H-:25].[NH4+:30].[Na+:26]>>[CH3:1][S:2][C:3]([C:4](=[O:5])[O:6][CH3:7])([c:8]1[cH:9][c:10]([C:14]([c:15]2[cH:16][cH:17][cH:18][cH:19][cH:20]2)([O:21][CH3:22])[O:23][CH3:24])[cH:11][cH:12][cH:13]1)[CH3:27]. The reactants are CI, [K+], [K+], O=[N+]([O-])c1ccc2cc[nH]c2c1, O=C([O-])[O-], CN(C)C=O, O. Yields the product Cn1ccc2ccc([N+](=O)[O-])cc21. RXN SMILES: [CH3:19][I:20].[K+:13].[K+:14].[N+:1](=[O:2])([O-:3])[c:4]1[cH:5][cH:6][c:7]2[cH:8][cH:9][nH:10][c:11]2[cH:12]1.[O-:15][C:16]([O-:17])=[O:18].[O:22]=[CH:23][N:24]([CH3:25])[CH3:26].[OH2:21]>>[N+:1](=[O:2])([O-:3])[c:4]1[cH:5][cH:6][c:7]2[cH:8][cH:9][n:10]([CH3:16])[c:11]2[cH:12]1. Starting materials: ClC(Cl)Cl, CCN(CCON=C1C=Cc2ncnc(Nc3ccc(OCc4cccc(F)c4)c(Cl)c3)c2C1)C(=O)OC(C)(C)C, O=C(O)C(F)(F)F. Yields the product CCNCCON=C1C=Cc2ncnc(Nc3ccc(OCc4cccc(F)c4)c(Cl)c3)c2C1. As a reaction SMILES: [CH:49]([Cl:50])([Cl:51])[Cl:52].[Cl:1][c:2]1[cH:3][c:4]([NH:17][c:18]2[n:19][cH:20][n:21][c:22]3[c:27]2[CH2:26][C:25](=[N:28][O:29][CH2:30][CH2:31][N:32]([CH2:33][CH3:34])[C:35]([O:36][C:37]([CH3:38])([CH3:39])[CH3:40])=[O:41])[CH:24]=[CH:23]3)[cH:5][cH:6][c:7]1[O:8][CH2:9][c:10]1[cH:11][c:12]([F:16])[cH:13][cH:14][cH:15]1.[OH:42][C:43]([C:44]([F:45])([F:46])[F:47])=[O:48]>>[Cl:1][c:2]1[cH:3][c:4]([NH:17][c:18]2[n:19][cH:20][n:21][c:22]3[c:27]2[CH2:26][C:25](=[N:28][O:29][CH2:30][CH2:31][NH:32][CH2:33][CH3:34])[CH:24]=[CH:23]3)[cH:5][cH:6][c:7]1[O:8][CH2:9][c:10]1[cH:11][c:12]([F:16])[cH:13][cH:14][cH:15]1. The reactants are [O-2].[Sr+2] (strontium oxide), [N+](=O)([O-])[O-].[Sr+2].[N+](=O)([O-])[O-] (strontium (II) nitrate), C(C(=C)C)(=O)O (methacrylic acid). Run in N1=CC=CC=C1 (pyridine), C1CCOC1 (THF). Reaction conditions: time 12 hour. The product is C(C(=C)C)(=O)[O-].[Sr+2].C(C(=C)C)(=O)[O-] (STRONTIUM (II) METHACRYLATE). RXN SMILES: [O-2].[Sr+2:2].[N+]([O-])([O-])=O.[Sr+2].[N+]([O-])([O-])=O.[C:12]([OH:17])(=[O:16])[C:13]([CH3:15])=[CH2:14]>C1COCC1.N1C=CC=CC=1>[C:12]([O-:17])(=[O:16])[C:13]([CH3:15])=[CH2:14].[Sr+2:2].[C:12]([O-:17])(=[O:16])[C:13]([CH3:15])=[CH2:14] |f:0.1,2.3.4,8.9.10|. Procedure details: 0.103 Gram (1×10-3 mole) of strontium oxide (prepared by the thermal decomposition of strontium (II) nitrate) was taken in a 100 ml round bottom flask. A solution of 0.280 g of methacrylic acid (3.2×10-3 mole) in 1.1 g of THF was added to it. The sytem was kept for stirring for 12 hrs. The slurry so obtained is soluble in pyridine on sonication. Reactants: CC1=CC=C(C=C1)S (4-methyl-benzenethiol), BrC1=C(C=C(C=C1)F)I (1-bromo-4-fluoro-2-iodo-benzene). The product is BrC1=C(C=C(C=C1)F)SC1=CC=C(C=C1)C (1-Bromo-4-fluoro-2-(4-methyl-phenylsulfanyl)-benzene). Reaction SMILES: [CH3:1][C:2]1[CH:7]=[CH:6][C:5]([SH:8])=[CH:4][CH:3]=1.[Br:9][C:10]1[CH:15]=[CH:14][C:13]([F:16])=[CH:12][C:11]=1I>>[Br:9][C:10]1[CH:15]=[CH:14][C:13]([F:16])=[CH:12][C:11]=1[S:8][C:5]1[CH:6]=[CH:7][C:2]([CH3:1])=[CH:3][CH:4]=1. Reported procedure: Prepared from 4-methyl-benzenethiol and 1-bromo-4-fluoro-2-iodo-benzene.